This data is from the Open Reaction Database (ORD), a public repository of structured organic reaction records. The task is: describe an organic reaction: reactants, conditions, products, and yield Reported procedure: 6-Methyl-2,3,4,9-tetrahydro-1H-carbazol-1-one was prepared from p-toluidine and 2-(hydroxymethylene)cyclohexanone in a similar manner as described in Example 1 to give a tan solid. 1H-NMR (CDCl3): δ 8.65 (s, 1H), 7.43 (s, 1H), 7.30 (d, 1H), 7.20 (d, 1H), 2.98 (t, 2H), 2.65 (t, 2H), 2.45 (s, 3H), 2.26 (quint, 2H); MS m/z 220 (M+1). Starting materials: NC1=CC=C(C=C1)C (p-toluidine), OC=C1C(CCCC1)=O (2-(hydroxymethylene)cyclohexanone). RXN SMILES: [NH2:1][C:2]1[CH:7]=[CH:6][C:5]([CH3:8])=[CH:4][CH:3]=1.OC=[C:11]1[CH2:16][CH2:15][CH2:14][CH2:13][C:12]1=[O:17]>>[CH3:8][C:5]1[CH:4]=[C:3]2[C:2](=[CH:7][CH:6]=1)[NH:1][C:11]1[C:12](=[O:17])[CH2:13][CH2:14][CH2:15][C:16]2=1. The product is CC=1C=C2C=3CCCC(C3NC2=CC1)=O (6-Methyl-2,3,4,9-tetrahydro-1H-carbazol-1-one). Starting materials: N1=CC=CC=C1 (Pyridine), C(C)(=O)Cl (acetyl chloride), COC(CCCCCO)OC (6,6-dimethoxyhexan-1-ol), O (water), [H-].[Na+] (sodium hydride), C(C1=CC=CC=C1)OC[C@H]1CO1 ((R)-1-(Benzyloxy)-2,3-epoxypropane), Ice water. Conditions: temperature 80 celsius, time 2 hour. Yields the product C(C)(=O)O[C@H](COCCCCCC(OC)OC)COCC1=CC=CC=C1 (2-O-Acetyl-3-O-benzyl-1-O-(6',6'-dimethoxyhexyl)-sn-glycerol). The yield is 50.0%. RXN SMILES: [CH3:1][O:2][CH:3]([O:10][CH3:11])[CH2:4][CH2:5][CH2:6][CH2:7][CH2:8][OH:9].[H-].[Na+].[CH2:14]([O:21][CH2:22][C@@H:23]1O[CH2:24]1)[C:15]1[CH:20]=[CH:19][CH:18]=[CH:17][CH:16]=1.N1C=CC=CC=1.[C:32](Cl)(=[O:34])[CH3:33].[OH2:36]>>[C:32]([O:34][C@@H:23]([CH2:22][O:21][CH2:14][C:15]1[CH:20]=[CH:19][CH:18]=[CH:17][CH:16]=1)[CH2:24][O:9][CH2:8][CH2:7][CH2:6][CH2:5][CH2:4][CH:3]([O:2][CH3:1])[O:10][CH3:11])(=[O:36])[CH3:33] |f:1.2|. Reported procedure: Sodium hydride dispersion (0.377 g, 12.6 mmol, 80% in oil) was washed with dry ether under nitrogen. The residue was resuspended in dry DMF (30 ml), and 6,6-dimethoxyhexan-1-ol (1.62 g, 10 mmol) was added. The mixture was heated at 80° C. for 1.25 hr., during which time the sodium hydride reacted. (R)-1-(Benzyloxy)-2,3-epoxypropane (1.64 g, 10 mmol) was added and heating was continued for 2 hr. Upon cooling, water (100 ml) was added and the mixture was extracted with ether (100 ml, 2×40 ml). The... Starting materials: ClC=1C=C(C=C(C1OC1=CC=C(C=C1)OC)Cl)N1N=CC(NC1=O)=O (2-[3,5-dichloro-4-(4-methoxy-phenoxy)-phenyl]-2H-[1,2,4]triazine-3,5-dione), [N+](=O)(O)[O-] (nitric acid), O (water). Solvent: C(C)(=O)O (acetic acid). Conditions: temperature 0 celsius, time 1.5 hour. Yields the product ClC=1C=C(C=C(C1OC1=CC(=C(C=C1)OC)[N+](=O)[O-])Cl)N1N=CC(NC1=O)=O (2-[3,5-Dichloro-4-(4-methoxy-3-nitro-phenoxy)-phenyl]-2H-[1,2,4]triazine-3,5-dione). As a reaction SMILES: [N+:1]([O-:4])(O)=[O:2].[Cl:5][C:6]1[CH:7]=[C:8]([N:22]2[C:27](=[O:28])[NH:26][C:25](=[O:29])[CH:24]=[N:23]2)[CH:9]=[C:10]([Cl:21])[C:11]=1[O:12][C:13]1[CH:18]=[CH:17][C:16]([O:19][CH3:20])=[CH:15][CH:14]=1.O>C(O)(=O)C>[Cl:5][C:6]1[CH:7]=[C:8]([N:22]2[C:27](=[O:28])[NH:26][C:25](=[O:29])[CH:24]=[N:23]2)[CH:9]=[C:10]([Cl:21])[C:11]=1[O:12][C:13]1[CH:18]=[CH:17][C:16]([O:19][CH3:20])=[C:15]([N+:1]([O-:4])=[O:2])[CH:14]=1. Procedure details: To a cooled (0° C.), stirred solution of nitric acid (20 mL) in acetic acid (65 mL) was added 2-[3,5-dichloro-4-(4-methoxy-phenoxy)-phenyl]-2H-[1,2,4]triazine-3,5-dione (5.0 g) and the resulting mixture was allowed to stir at ambient temperature for 1.5 h. The resulting solution was poured into 400 mL of water, the resulting solids filtered and dried to afford the title compound of Step A as a yellow solid, 5.1 g. MS Calc.:425.2; Found: 422.9.